Dataset: the Open Reaction Database (ORD), a public repository of structured organic reaction records. Task: describe an organic reaction: reactants, conditions, products, and yield Reactants: C[Si](C)(C)Cl, O=C(CCCCCCC1=CC(O)CC1=O)COc1ccccc1, c1ccncc1. Product: C[Si](C)(C)OC1C=C(CCCCCCC(=O)COc2ccccc2)C(=O)C1. As a reaction SMILES: [Cl:24][Si:25]([CH3:26])([CH3:27])[CH3:28].[OH:1][CH:2]1[CH:3]=[C:4]([CH2:8][CH2:9][CH2:10][CH2:11][CH2:12][CH2:13][C:14]([CH2:15][O:16][c:17]2[cH:18][cH:19][cH:20][cH:21][cH:22]2)=[O:23])[C:5](=[O:7])[CH2:6]1.[cH:29]1[cH:30][cH:31][n:32][cH:33][cH:34]1>>[O:1]([CH:2]1[CH:3]=[C:4]([CH2:8][CH2:9][CH2:10][CH2:11][CH2:12][CH2:13][C:14]([CH2:15][O:16][c:17]2[cH:18][cH:19][cH:20][cH:21][cH:22]2)=[O:23])[C:5](=[O:7])[CH2:6]1)[Si:25]([CH3:26])([CH3:27])[CH3:28]. Reaction SMILES: Cl[C:2]1[CH:11]=[CH:10][C:9]2[C:4](=[CH:5][CH:6]=[C:7]([O:12]C)[CH:8]=2)[N:3]=1.[NH:14]1[C:18]([C:19]2[CH:24]=[CH:23][C:22](B(O)O)=[CH:21][CH:20]=2)=[N:17][N:16]=[N:15]1>>[NH:17]1[C:18]([C:19]2[CH:24]=[CH:23][C:22]([C:2]3[CH:11]=[CH:10][C:9]4[C:4](=[CH:5][CH:6]=[C:7]([OH:12])[CH:8]=4)[N:3]=3)=[CH:21][CH:20]=2)=[N:14][N:15]=[N:16]1. Reported procedure: Followed Scheme 2, A conditions: Starting materials: 2-chloro-6-methoxyquinoline (Intermediate 1) and (4-(1H-tetrazol-5-yl)phenyl)boronic acid. 1H NMR (DMSO-d6, 400 MHz): δ 10.15 (s, 1H), 8.45 (d, 2H), 8.31-8.28 (d, 1H), 8.22-8.12 (m, 3H), 7.98-7.95 (d, 1H), 7.39-7.35 (dd, 1H), 7.21 (s, 1H). MS (ESI): m/z 290.08 [M+H]+. The reactants are ClC1=NC2=CC=C(C=C2C=C1)OC (2-chloro-6-methoxyquinoline), ClC1=NC2=CC=C(C=C2C=C1)OC (2-chloro-6-methoxyquinoline), N1N=NN=C1C1=CC=C(C=C1)B(O)O ((4-(1H-tetrazol-5-yl)phenyl)boronic acid). Yields the product N1N=NN=C1C1=CC=C(C=C1)C1=NC2=CC=C(C=C2C=C1)O (2-(4-(1H-tetrazol-5-yl)phenyl)quinolin-6-ol). Reactants: ClC1=CC=C(C=N1)C(C)=O (1-(6-chloropyridin-3-yl)ethanone), FC(CO)F (2,2-difluoroethanol), Amine-2. Product: FC(COC1=CC=C(C=N1)C(C)=O)F (1-(6-(2,2-difluoroethoxy)pyridin-3-yl)ethanone). Yield: 71.0%. As a reaction SMILES: Cl[C:2]1[N:7]=[CH:6][C:5]([C:8](=[O:10])[CH3:9])=[CH:4][CH:3]=1.[F:11][CH:12]([F:15])[CH2:13][OH:14]>>[F:11][CH:12]([F:15])[CH2:13][O:14][C:2]1[N:7]=[CH:6][C:5]([C:8](=[O:10])[CH3:9])=[CH:4][CH:3]=1. Procedure: The title compound is prepared in 71% yield (1.34 g, a white solid) from 1-(6-chloropyridin-3-yl)ethanone (1.5 g, 9.64 mmol) and 2,2-difluoroethanol instead of 2,2,2-trifluoroethanol by the similar manner in Step-1 of Amine-2. Reactants: [Ag+], O=C1CCC(=O)N1Br, CC(C)=O, C#Cc1c(C#N)nn(-c2c(Cl)cc(C(F)(F)F)cc2Cl)c1Cl, O=[N+]([O-])[O-]. The product is N#Cc1nn(-c2c(Cl)cc(C(F)(F)F)cc2Cl)c(Cl)c1C#CBr. RXN SMILES: [Ag+:39].[Br:23][N:24]1[C:25](=[O:26])[CH2:27][CH2:28][C:29]1=[O:30].[CH3:31][C:32](=[O:33])[CH3:34].[Cl:1][c:2]1[c:3]([C:21]#[CH:22])[c:4]([C:19]#[N:20])[n:5][n:6]1-[c:7]1[c:8]([Cl:18])[cH:9][c:10]([C:14]([F:15])([F:16])[F:17])[cH:11][c:12]1[Cl:13].[N+:35]([O-:36])([O-:37])=[O:38]>>[Cl:1][c:2]1[c:3]([C:21]#[C:22][Br:23])[c:4]([C:19]#[N:20])[n:5][n:6]1-[c:7]1[c:8]([Cl:18])[cH:9][c:10]([C:14]([F:15])([F:16])[F:17])[cH:11][c:12]1[Cl:13]. The product is ClC1=C(OC2=C(OCC(=O)OCC=C)C=CC=C2)C=C(C(=C1)F)N1C(N(C(=CC1=O)C(F)(F)F)C)=O (allyl [2-{2-chloro-4-fluoro-5-[3-methyl-2,6-dioxo-4-(trifluoromethyl)-1,2,3,6-tetrahydropyrimidin-1-yl]phenoxy}phenoxy]acetate). Reported procedure: 1.0 g of [2-{2-chloro-4-fluoro-5-[3-methyl-2,6-dioxo-4-(trifluoromethyl)-1,2,3,6-tetrahydropyrimidin-1-yl]phenoxy}phenoxy]acetic acid was dissolved in tetrahydrofuran, to this was added 0.7 ml of thionyl chloride while stirring, then, the mixture was heated while stirring under reflux condition for 2 hours. Then, the solution was allowed to cool, concentrated, then, dissolved in 3 ml of tetrahydrofuran (hereinafter, referred to as Solution B). 0.7 ml of tetrahydrofuran was added to 0.05 g of all... Starting materials: ClC1=C(OC2=C(OCC(=O)O)C=CC=C2)C=C(C(=C1)F)N1C(N(C(=CC1=O)C(F)(F)F)C)=O ([2-{2-chloro-4-fluoro-5-[3-methyl-2,6-dioxo-4-(trifluoromethyl)-1,2,3,6-tetrahydropyrimidin-1-yl]phenoxy}phenoxy]acetic acid), O1CCCC1 (tetrahydrofuran), S(=O)(Cl)Cl (thionyl chloride). Reaction SMILES: [Cl:1][C:2]1[CH:19]=[C:18]([F:20])[C:17]([N:21]2[C:26](=[O:27])[CH:25]=[C:24]([C:28]([F:31])([F:30])[F:29])[N:23]([CH3:32])[C:22]2=[O:33])=[CH:16][C:3]=1[O:4][C:5]1[CH:15]=[CH:14][CH:13]=[CH:12][C:6]=1[O:7][CH2:8][C:9]([OH:11])=[O:10].S(Cl)(Cl)=O.O1C[CH2:41][CH2:40][CH2:39]1>>[Cl:1][C:2]1[CH:19]=[C:18]([F:20])[C:17]([N:21]2[C:26](=[O:27])[CH:25]=[C:24]([C:28]([F:29])([F:30])[F:31])[N:23]([CH3:32])[C:22]2=[O:33])=[CH:16][C:3]=1[O:4][C:5]1[CH:15]=[CH:14][CH:13]=[CH:12][C:6]=1[O:7][CH2:8][C:9]([O:11][CH2:41][CH:40]=[CH2:39])=[O:10]. The reactants are O=C1NCC12CCNCC2, CC(=O)O[BH-](OC(C)=O)OC(C)=O, O=Cc1cc2nc(Cl)nc(N3CCOCC3)c2s1, CC(Cl)Cl, [Na+]. Yields the product O=C1NCC12CCN(Cc1cc3nc(Cl)nc(N4CCOCC4)c3s1)CC2. Reaction SMILES: [C:1]1(=[O:10])[NH:2][CH2:3][C:4]12[CH2:5][CH2:6][NH:7][CH2:8][CH2:9]2.[C:29]([O:30][BH-:31]([O:32][C:33](=[O:34])[CH3:35])[O:36][C:37](=[O:38])[CH3:39])(=[O:40])[CH3:41].[Cl:11][c:12]1[n:13][c:14]([N:23]2[CH2:24][CH2:25][O:26][CH2:27][CH2:28]2)[c:15]2[c:16]([n:17]1)[cH:18][c:19]([CH:21]=[O:22])[s:20]2.[Cl:43][CH:44]([Cl:45])[CH3:46].[Na+:42]>>[C:1]1(=[O:10])[NH:2][CH2:3][C:4]12[CH2:5][CH2:6][N:7]([CH2:21][c:19]1[cH:18][c:16]3[c:15]([c:14]([N:23]4[CH2:24][CH2:25][O:26][CH2:27][CH2:28]4)[n:13][c:12]([Cl:11])[n:17]3)[s:20]1)[CH2:8][CH2:9]2. Starting materials: C1CCNCC1, COC(=O)CCN, CC1=C(C=O)CCc2cc(OCC(C)Cc3ccc(Cl)cc3)ccc21. The product is COC(=O)CCNCC1=C(C)c2ccc(OCC(C)Cc3ccc(Cl)cc3)cc2CC1. Reaction SMILES: [CH2:33]1[CH2:34][CH2:35][NH:36][CH2:37][CH2:38]1.[CH3:26][O:27][C:28]([CH2:29][CH2:30][NH2:31])=[O:32].[Cl:1][c:2]1[cH:3][cH:4][c:5]([CH2:8][CH:9]([CH2:10][O:11][c:12]2[cH:13][c:14]3[c:19]([cH:20][cH:21]2)[C:18]([CH3:22])=[C:17]([CH:23]=[O:24])[CH2:16][CH2:15]3)[CH3:25])[cH:6][cH:7]1>>[Cl:1][c:2]1[cH:3][cH:4][c:5]([CH2:8][CH:9]([CH2:10][O:11][c:12]2[cH:13][c:14]3[c:19]([cH:20][cH:21]2)[C:18]([CH3:22])=[C:17]([CH2:23][NH:31][CH2:30][CH2:29][C:28]([O:27][CH3:26])=[O:32])[CH2:16][CH2:15]3)[CH3:25])[cH:6][cH:7]1. The reactants are CCOC(C)=O, O=[N+]([O-])c1ccc(-c2nnc(-c3ccc4[nH]nc(-c5ccc(F)cc5)c4c3)[nH]2)cc1. The product is Nc1ccc(-c2nnc(-c3ccc4[nH]nc(-c5ccc(F)cc5)c4c3)[nH]2)cc1. Reaction SMILES: [CH3:31][CH2:32][O:33][C:34](=[O:35])[CH3:36].[F:1][c:2]1[cH:3][cH:4][c:5](-[c:8]2[n:9][nH:10][c:11]3[cH:12][cH:13][c:14](-[c:17]4[nH:18][c:19](-[c:22]5[cH:23][cH:24][c:25]([N+:28]([O-:29])=[O:30])[cH:26][cH:27]5)[n:20][n:21]4)[cH:15][c:16]23)[cH:6][cH:7]1>>[F:1][c:2]1[cH:3][cH:4][c:5](-[c:8]2[n:9][nH:10][c:11]3[cH:12][cH:13][c:14](-[c:17]4[nH:18][c:19](-[c:22]5[cH:23][cH:24][c:25]([NH2:28])[cH:26][cH:27]5)[n:20][n:21]4)[cH:15][c:16]23)[cH:6][cH:7]1. The reactants are C(C)ON=CC1=C(C=C(C(=C1)N)Cl)Cl (5-amino-2,4-dichlorobenzaldehyde (O-ethyl)-oxime), O=C(OC(Cl)(Cl)Cl)Cl (diphosgene). The product is C(C)ON=CC1=C(C=C(C(=C1)N=C=O)Cl)Cl (2,4-Dichloro-5-isocyanatobenzaldehyde (O-ethyl)oxime). RXN SMILES: [CH2:1]([O:3][N:4]=[CH:5][C:6]1[CH:11]=[C:10]([NH2:12])[C:9]([Cl:13])=[CH:8][C:7]=1[Cl:14])[CH3:2].[O:15]=[C:16](Cl)OC(Cl)(Cl)Cl>>[CH2:1]([O:3][N:4]=[CH:5][C:6]1[CH:11]=[C:10]([N:12]=[C:16]=[O:15])[C:9]([Cl:13])=[CH:8][C:7]=1[Cl:14])[CH3:2]. Procedure details: 65.3 g (0.28 mol) of 5-amino-2,4-dichlorobenzaldehyde (O-ethyl)-oxime (obtainable by the process given for precursors 28.1-28.3) and 60.9 g (0.31 mol) of diphosgene were reacted in the manner described for precursor 3.1. Yield: 72.9 g. Reactants: CC(C)COC(=O)CCCCC(=O)OCC(C)C, C=O, C=C, CC(C)CO, CC(C)CON=O, O, Cl[Pd]Cl. Yields the product CC(C)COC(=O)CCC(=O)OCC(C)C. Reaction SMILES: [C:13]([CH2:14][CH2:15][CH2:16][CH2:17][C:18]([O:19][CH2:20][CH:21]([CH3:22])[CH3:23])=[O:24])(=[O:25])[O:26][CH2:27][CH:28]([CH3:29])[CH3:30].[C:3]=[O:4].[CH2:1]=[CH2:2].[CH3:31][CH:32]([CH2:33][OH:34])[CH3:35].[CH3:6][CH:7]([CH3:8])[CH2:9][O:10][N:11]=[O:12].[O:5].[Pd:36]([Cl:37])[Cl:38]>>[O:4]=[C:16]([O:10][CH2:9][CH:7]([CH3:6])[CH3:8])[CH2:15][CH2:14][C:13](=[O:25])[O:26][CH2:27][CH:28]([CH3:29])[CH3:30].